Dataset: the Open Reaction Database (ORD), a public repository of structured organic reaction records. Task: describe an organic reaction: reactants, conditions, products, and yield The reactants are Cl, Cc1cc(Cl)ccc1-c1cc(F)cc2c1OC(CN=[N+]=[N-])C2. Yields the product Cc1cc(Cl)ccc1-c1cc(F)cc2c1OC(CN)C2. As a reaction SMILES: [ClH:23].[N:1](=[N+:2]=[N-:3])[CH2:4][CH:5]1[O:6][c:7]2[c:8]([cH:10][c:11]([F:22])[cH:12][c:13]2-[c:14]2[c:15]([CH3:21])[cH:16][c:17]([Cl:20])[cH:18][cH:19]2)[CH2:9]1>>[NH2:1][CH2:4][CH:5]1[O:6][c:7]2[c:8]([cH:10][c:11]([F:22])[cH:12][c:13]2-[c:14]2[c:15]([CH3:21])[cH:16][c:17]([Cl:20])[cH:18][cH:19]2)[CH2:9]1. The reactants are [Li]CCCC, CON(C)C(=O)c1ccncc1, COc1ccccc1OC, C1CCOC1. Yields the product COc1cccc(C(=O)c2ccncc2)c1OC. As a reaction SMILES: [CH3:11][CH2:12][CH2:13][CH2:14][Li:15].[CH3:16][N:17]([C:18]([c:19]1[cH:20][cH:21][n:22][cH:23][cH:24]1)=[O:25])[O:26][CH3:27].[CH3:1][O:2][c:3]1[cH:4][cH:5][cH:6][cH:7][c:8]1[O:9][CH3:10].[O:28]1[CH2:29][CH2:30][CH2:31][CH2:32]1>>[CH3:1][O:2][c:3]1[c:4]([C:18]([c:19]2[cH:20][cH:21][n:22][cH:23][cH:24]2)=[O:25])[cH:5][cH:6][cH:7][c:8]1[O:9][CH3:10]. Reactants: C(C)(C)(C)C1=CC=C(C=C1)S(=O)(=O)NC1=NC=NC(=C1C1=CC=C(C=C1)C)OCCOC1=NC=C(C=C1)[N+](=O)[O-] (4-tert-butyl-N-{5-(4-methylphenyl)-6-{2-(5-nitropyridin-2-yloxy)ethoxy}pyrimidin-4-yl}benzenesulfonamide). Reagents/catalysts: [C].[Pd] (palladium-carbon). The solvent is C(C)(C)O.O1CCCC1 (isopropanol tetrahydrofuran). Reaction conditions: time 1.5 hour. Product: NC=1C=CC(=NC1)OCCOC1=C(C(=NC=N1)NS(=O)(=O)C1=CC=C(C=C1)C(C)(C)C)C1=CC=C(C=C1)C (N-{6-{2-(5-aminopyridin-2-yl-oxy)ethoxy}-5-(4-methylphenyl)pyrimidin-4-yl}-4-tert-butylbenzenesulfonamide). Isolated yield 89.8%. Reaction SMILES: [C:1]([C:5]1[CH:10]=[CH:9][C:8]([S:11]([NH:14][C:15]2[C:20]([C:21]3[CH:26]=[CH:25][C:24]([CH3:27])=[CH:23][CH:22]=3)=[C:19]([O:28][CH2:29][CH2:30][O:31][C:32]3[CH:37]=[CH:36][C:35]([N+:38]([O-])=O)=[CH:34][N:33]=3)[N:18]=[CH:17][N:16]=2)(=[O:13])=[O:12])=[CH:7][CH:6]=1)([CH3:4])([CH3:3])[CH3:2]>C(O)(C)C.O1CCCC1.[C].[Pd]>[NH2:38][C:35]1[CH:36]=[CH:37][C:32]([O:31][CH2:30][CH2:29][O:28][C:19]2[N:18]=[CH:17][N:16]=[C:15]([NH:14][S:11]([C:8]3[CH:9]=[CH:10][C:5]([C:1]([CH3:4])([CH3:3])[CH3:2])=[CH:6][CH:7]=3)(=[O:13])=[O:12])[C:20]=2[C:21]2[CH:26]=[CH:25][C:24]([CH3:27])=[CH:23][CH:22]=2)=[N:33][CH:34]=1 |f:1.2,3.4|. Procedure: To a solution of 4-tert-butyl-N-{5-(4-methylphenyl)-6-{2-(5-nitropyridin-2-yloxy)ethoxy}pyrimidin-4-yl}benzenesulfonamide (975 mg) in isopropanol/tetrahydrofuran (1:1) (20 ml) is added 10% palladium-carbon (200 mg), and the mixture is stirred at room temperature for 1.5 hour under hydrogen atmosphere (1 atm). The catalyst is removed by filtration, and the filtrate is concentrated under reduced pressure. The residue is purified by silica gel column chromatography (solvent; chloroform/ethyl acetat... Starting materials: O=C(N1C2CCC1CN(Cc1ccccc1)C2)C(F)(F)F, CO, Cl, [H][H]. Yields the product O=C(N1C2CCC1CNC2)C(F)(F)F. As a reaction SMILES: [CH2:2]([c:3]1[cH:4][cH:5][cH:6][cH:7][cH:8]1)[N:9]1[CH2:10][CH:11]2[CH2:12][CH2:13][CH:14]([CH2:15]1)[N:16]2[C:17]([C:18]([F:19])([F:20])[F:21])=[O:22].[CH3:25][OH:26].[ClH:1].[H:23][H:24]>>[NH:9]1[CH2:10][CH:11]2[CH2:12][CH2:13][CH:14]([CH2:15]1)[N:16]2[C:17]([C:18]([F:19])([F:20])[F:21])=[O:22]. Starting materials: N1C[C@@H](CCC1)NC(OC(C)(C)C)=O ((R)-tert-butyl piperidin-3-ylcarbamate), CC(=O)O (AcOH), [BH3-]C#N.[Na+] (NaCNBH3), C(C1=CC=CC=C1)=O (benzaldehyde), C(=O)([O-])[O-].[K+].[K+] (K2CO3). Run in CO (MeOH), O (water). The product is C(C1=CC=CC=C1)N1C[C@@H](CCC1)NC(OC(C)(C)C)=O ((R)-tert-butyl 1-benzylpiperidin-3-ylcarbamate). Yield: 104.0%. RXN SMILES: [NH:1]1[CH2:6][CH2:5][CH2:4][C@@H:3]([NH:7][C:8](=[O:14])[O:9][C:10]([CH3:13])([CH3:12])[CH3:11])[CH2:2]1.CC(O)=O.[BH3-]C#N.[Na+].[CH:23](=O)[C:24]1[CH:29]=[CH:28][CH:27]=[CH:26][CH:25]=1.C([O-])([O-])=O.[K+].[K+]>CO.O>[CH2:23]([N:1]1[CH2:6][CH2:5][CH2:4][C@@H:3]([NH:7][C:8](=[O:14])[O:9][C:10]([CH3:11])([CH3:13])[CH3:12])[CH2:2]1)[C:24]1[CH:29]=[CH:28][CH:27]=[CH:26][CH:25]=1 |f:2.3,5.6.7|. Procedure: To a solution of (R)-tert-butyl piperidin-3-ylcarbamate (500 mg, 2.4 mmol) in MeOH (15 mL), AcOH (0.75 mL, 12.4 mmol) and NaCNBH3 (310 mg, 4.8 mmol) were added sequentially. To this stirred solution was added benzaldehyde (0.25 mL, 2.4 mmol) drop-wise. The reaction mixture was stirred at rt for 60 h before saturated K2CO3(aq) solution was added to neutralize it. The reaction mixture was concentrated in vacuo to give a residue which was dissolved in water and extracted with EtOAc (30 mL×3). The c... Reactants: C(C)(=O)N1CCNCC1 (N-acetyl-piperazine), C(C)OC(C(C=1C=NC=CC1)Br)=O (bromo-pyridin-3-yl-acetic acid ethyl ester). Yields the product C(C)OC(C(C=1C=NC=CC1)N1CCN(CC1)C(C)=O)=O ((4-Acetyl-piperazin-1-yl)-pyridin-3-yl-acetic Acid Ethyl Ester). Yield: 60.0%. Reaction SMILES: [C:1]([N:4]1[CH2:9][CH2:8][NH:7][CH2:6][CH2:5]1)(=[O:3])[CH3:2].[CH2:10]([O:12][C:13](=[O:22])[CH:14](Br)[C:15]1[CH:16]=[N:17][CH:18]=[CH:19][CH:20]=1)[CH3:11]>>[CH2:10]([O:12][C:13](=[O:22])[CH:14]([N:7]1[CH2:8][CH2:9][N:4]([C:1](=[O:3])[CH3:2])[CH2:5][CH2:6]1)[C:15]1[CH:16]=[N:17][CH:18]=[CH:19][CH:20]=1)[CH3:11]. Procedure: N-acetyl-piperazine (3.7 g; 28.8 mmol; 2.8 equiv) was combined with bromo-pyridin-3-yl-acetic acid ethyl ester (approx. 2.5 g; 10 mmol). Purification on a 3×16 cm silica column using a 30% then 40% ethyl acetate/hexanes (v/v) mobile phase followed by a 2% methanol/dichloromethane (v/v) mobile phase resulted in 1.84 g light yellow oil (approx. 60% yield). MS(ES) calc'd: [M+H]+=292.2 m/z; [M+Na]+=314.2 m/z. Yield: 82.0%. Starting materials: BrC(C(=O)OCC)C1=CC(=CC=C1)Cl (ethyl bromo(3-chlorophenyl)acetate), SC1=CC=C(C=C1)O (4-mercaptophenol), clear oil. RXN SMILES: Br[CH:2]([C:8]1[CH:13]=[CH:12][CH:11]=[C:10]([Cl:14])[CH:9]=1)[C:3]([O:5][CH2:6][CH3:7])=[O:4].[SH:15][C:16]1[CH:21]=[CH:20][C:19]([OH:22])=[CH:18][CH:17]=1>>[CH2:6]([O:5][C:3](=[O:4])[CH:2]([C:8]1[CH:13]=[CH:12][CH:11]=[C:10]([Cl:14])[CH:9]=1)[S:15][C:16]1[CH:21]=[CH:20][C:19]([OH:22])=[CH:18][CH:17]=1)[CH3:7]. The product is C(C)OC(C(SC1=CC=C(C=C1)O)C1=CC(=CC=C1)Cl)=O (Ethyl(3-chlorophenyl)[(4-hydroxyphenyl)sulfanyl]acetate). Procedure details: Ethyl(3-chlorophenyl)[(4-hydroxyphenyl)sulfanyl]acetate was prepared according to the general method as outlined in example 1 (step 1), starting from ethyl bromo(3-chlorophenyl)acetate (6.16 g, 16.5 mmol) and 4-mercaptophenol (2.08 g, 16.5 mmol); 4.36 g clear oil. Yield 82%; MS: 321 (M−H)− Starting materials: CN(C)CCN, CS(C)=O, Cc1ccc([N+](=O)[O-])c([N+](=O)[O-])c1. Product: Cc1ccc([N+](=O)[O-])c(NCCN(C)C)c1. RXN SMILES: [CH3:14][N:15]([CH2:16][CH2:17][NH2:18])[CH3:19].[CH3:20][S:21](=[O:22])[CH3:23].[N+:1]([O-:2])(=[O:3])[c:4]1[cH:5][c:6]([CH3:13])[cH:7][cH:8][c:9]1[N+:10](=[O:11])[O-:12]>>[NH:1]([c:4]1[cH:5][c:6]([CH3:13])[cH:7][cH:8][c:9]1[N+:10](=[O:11])[O-:12])[CH2:17][CH2:16][N:15]([CH3:14])[CH3:19]. Reactants: Cl, Fc1ccc(-c2cn(C(c3ccccc3)(c3ccccc3)c3ccccc3)cn2)nc1, C1CCOC1. Product: Fc1ccc(-c2c[nH]cn2)nc1. Reaction SMILES: [ClH:32].[F:1][c:2]1[cH:3][cH:4][c:5](-[c:8]2[n:9][cH:10][n:11]([C:13]([c:14]3[cH:15][cH:16][cH:17][cH:18][cH:19]3)([c:20]3[cH:21][cH:22][cH:23][cH:24][cH:25]3)[c:26]3[cH:27][cH:28][cH:29][cH:30][cH:31]3)[cH:12]2)[n:6][cH:7]1.[O:33]1[CH2:34][CH2:35][CH2:36][CH2:37]1>>[F:1][c:2]1[cH:3][cH:4][c:5](-[c:8]2[n:9][cH:10][nH:11][cH:12]2)[n:6][cH:7]1.